This data is from the Open Reaction Database (ORD), a public repository of structured organic reaction records. The task is: describe an organic reaction: reactants, conditions, products, and yield The reactants are ClC=1C=C(C=CC1Cl)C(CN(C(=O)C1=CC(=CC2=CC=CC=C12)C#N)CCCCC(=O)O)CC=C (N-[2-(3,4-dichlorophenyl)-4-pentenyl]-N-[(2-carboxyethyl)ethyl]-3-cyano-1-naphthamide), [O-]S(=O)(=S)[O-].[Na+].[Na+] (Na2S2O3), NaIO4, C1CCOC1 (THF). Reagents/catalysts: O=[Os](=O)(=O)=O (OsO4). The solvent is O (H2O). Reaction conditions: time 18 hour. Product: ClC=1C=C(C=CC1Cl)C(CN(C(=O)C1=CC(=CC2=CC=CC=C12)C#N)CCCCC(=O)O)CC=O (N-[2-(3,4-Dichlorophenyl)-4-oxobutyl]-N-[(2-carboxyethyl)ethyl]-3-cyano-1-naphthamide). As a reaction SMILES: [Cl:1][C:2]1[CH:3]=[C:4]([CH:9]([CH2:33][CH:34]=C)[CH2:10][N:11]([CH2:26][CH2:27][CH2:28][CH2:29][C:30]([OH:32])=[O:31])[C:12]([C:14]2[C:23]3[C:18](=[CH:19][CH:20]=[CH:21][CH:22]=3)[CH:17]=[C:16]([C:24]#[N:25])[CH:15]=2)=[O:13])[CH:5]=[CH:6][C:7]=1[Cl:8].C1C[O:39]CC1.[O-]S([O-])(=S)=O.[Na+].[Na+]>O=[Os](=O)(=O)=O.O>[Cl:1][C:2]1[CH:3]=[C:4]([CH:9]([CH2:33][CH:34]=[O:39])[CH2:10][N:11]([CH2:26][CH2:27][CH2:28][CH2:29][C:30]([OH:32])=[O:31])[C:12]([C:14]2[C:23]3[C:18](=[CH:19][CH:20]=[CH:21][CH:22]=3)[CH:17]=[C:16]([C:24]#[N:25])[CH:15]=2)=[O:13])[CH:5]=[CH:6][C:7]=1[Cl:8] |f:2.3.4|. Procedure details: To a stirred slurry of N-[2-(3,4-dichlorophenyl)-4-pentenyl]-N-[(2-carboxyethyl)ethyl]-3-cyano-1-naphthamide (0.56 g) and NaIO4 (0.82 g) in 60 mL 1:1 THF:H2O was slowly added 0.55 mL OsO4 solution (4% w/w in H2O). Mixture was stired for 18 h, 10 mL sat'd Na2S2O3(aq) was added, THF was evaporated, and aqueous residue was extracted with DCM. Extracts were dried over Na2SO4, filtered, and concentrated. This gave 0.26 g of N-[2-(3,4-dichlorophenyl)-4-oxobutyl]-N-[(2-carboxyethyl)ethyl]-3-cyano-1-nap... The product is OC(C#N)C1=CSC=C1 (hydroxy-thiophen-3-yl-acetonitrile). Reaction SMILES: [C-:1]#[N:2].[K+].[S:4]1[CH:8]=[CH:7][C:6]([CH:9]=[O:10])=[CH:5]1.C(O)(=O)C.C([O-])(O)=O.[Na+]>CO>[OH:10][CH:9]([C:6]1[CH:7]=[CH:8][S:4][CH:5]=1)[C:1]#[N:2] |f:0.1,4.5|. Run at temperature 15 celsius, time 30 minute. Procedure details: To a stirred suspension of KCN (18.6 g, 286 mmol) in methanol (100 mL) was added thiophene-3-carbaldehyde (20 mL, 178 mmol) at 0° C. under nitrogen atmosphere. Then acetic acid (4.4 mL) was added dropwise at 0° C. After 30 minutes, the mixture was warmed to 15° C. and stirred for 20 hours. NaHCO3 (15 g) was added. The mixture was concentrated and extracted with ethyl acetate (200 mL). The organic mixture was washed with water (3×25 mL), brine (25 mL), dried over anhydrous sodium sulfate and conc... Starting materials: C(=O)(O)[O-].[Na+] (NaHCO3), [C-]#N.[K+] (KCN), C(C)(=O)O (acetic acid), S1C=C(C=C1)C=O (thiophene-3-carbaldehyde). Run in CO (methanol). Starting materials: CCN1CCCC1CN, COc1cc(C)c(Cl)cc1C(=O)Cl, CCC(C)=O. Product: CCN1CCCC1CNC(=O)c1cc(Cl)c(C)cc1OC. As a reaction SMILES: [CH2:1]([CH3:2])[N:3]1[CH:4]([CH2:8][NH2:9])[CH2:5][CH2:6][CH2:7]1.[CH3:10][O:11][c:12]1[c:13]([C:14](=[O:15])[Cl:16])[cH:17][c:18]([Cl:22])[c:19]([CH3:21])[cH:20]1.[CH3:23][C:24]([CH2:25][CH3:26])=[O:27]>>[CH2:1]([CH3:2])[N:3]1[CH:4]([CH2:8][NH:9][C:14]([c:13]2[c:12]([O:11][CH3:10])[cH:20][c:19]([CH3:21])[c:18]([Cl:22])[cH:17]2)=[O:15])[CH2:5][CH2:6][CH2:7]1. The reactants are COC(=O)Cn1c(C)c(Cc2cccnc2S(=O)(=O)c2cccc(Cl)c2)c2cc(F)ccc21, [Li+], C1CCOC1, [OH-]. Yields the product Cc1c(Cc2cccnc2S(=O)(=O)c2cccc(Cl)c2)c2cc(F)ccc2n1CC(=O)O. Reaction SMILES: [CH3:1][O:2][C:3]([CH2:4][n:5]1[c:6]([CH3:32])[c:7]([CH2:15][c:16]2[c:17]([S:22](=[O:23])(=[O:24])[c:25]3[cH:26][c:27]([Cl:31])[cH:28][cH:29][cH:30]3)[n:18][cH:19][cH:20][cH:21]2)[c:8]2[cH:9][c:10]([F:14])[cH:11][cH:12][c:13]12)=[O:33].[Li+:34].[O:36]1[CH2:37][CH2:38][CH2:39][CH2:40]1.[OH-:35]>>[O:2]=[C:3]([CH2:4][n:5]1[c:6]([CH3:32])[c:7]([CH2:15][c:16]2[c:17]([S:22](=[O:23])(=[O:24])[c:25]3[cH:26][c:27]([Cl:31])[cH:28][cH:29][cH:30]3)[n:18][cH:19][cH:20][cH:21]2)[c:8]2[cH:9][c:10]([F:14])[cH:11][cH:12][c:13]12)[OH:33]. Starting materials: [H-], CCCI, CCCCCn1ncc2c(N)c3c(nc21)CN(CCC)C3=O, [Na+], CN(C)C=O. Yields the product CCCCCn1ncc2c(NCCC)c3c(nc21)CN(CCC)C3=O. As a reaction SMILES: [H-:23].[I:25][CH2:26][CH2:27][CH3:28].[NH2:1][c:2]1[c:3]2[c:4]([n:5][c:6]3[c:7]1[C:8](=[O:14])[N:9]([CH2:11][CH2:12][CH3:13])[CH2:10]3)[n:15]([CH2:18][CH2:19][CH2:20][CH2:21][CH3:22])[n:16][cH:17]2.[Na+:24].[O:29]=[CH:30][N:31]([CH3:32])[CH3:33]>>[NH:1]([c:2]1[c:3]2[c:4]([n:5][c:6]3[c:7]1[C:8](=[O:14])[N:9]([CH2:11][CH2:12][CH3:13])[CH2:10]3)[n:15]([CH2:18][CH2:19][CH2:20][CH2:21][CH3:22])[n:16][cH:17]2)[CH2:26][CH2:27][CH3:28]. Starting materials: Oc1ccc(Br)c(OCc2ccccc2)c1, CC(CCCc1ccccc1)OS(C)(=O)=O, CN(C)C=O. Yields the product CC(CCCc1ccccc1)Oc1ccc(Br)c(OCc2ccccc2)c1. As a reaction SMILES: [CH2:1]([c:2]1[cH:3][cH:4][cH:5][cH:6][cH:7]1)[O:8][c:9]1[cH:10][c:11]([OH:16])[cH:12][cH:13][c:14]1[Br:15].[CH3:17][S:18]([O:19][CH:22]([CH2:23][CH2:24][CH2:25][c:26]1[cH:27][cH:28][cH:29][cH:30][cH:31]1)[CH3:32])(=[O:20])=[O:21].[CH3:33][N:34]([CH3:35])[CH:36]=[O:37]>>[CH2:1]([c:2]1[cH:3][cH:4][cH:5][cH:6][cH:7]1)[O:8][c:9]1[cH:10][c:11]([O:16][CH:22]([CH2:23][CH2:24][CH2:25][c:26]2[cH:27][cH:28][cH:29][cH:30][cH:31]2)[CH3:32])[cH:12][cH:13][c:14]1[Br:15]. The reactants are C(#C)C1=CC=CC=C1 (Ethynylbenzene), ClC1=NC=NC(=C1N)Cl (4,6-dichloropyrimidin-5-amine), CCN(C(C)C)C(C)C (DIPEA). The reagents and catalysts are C=1C=CC(=CC1)[P](C=2C=CC=CC2)(C=3C=CC=CC3)[Pd]([P](C=4C=CC=CC4)(C=5C=CC=CC5)C=6C=CC=CC6)([P](C=7C=CC=CC7)(C=8C=CC=CC8)C=9C=CC=CC9)[P](C=1C=CC=CC1)(C=1C=CC=CC1)C=1C=CC=CC1 (Pd(PPh3)4), [Cu]I (CuI). Solvent: COCCOC (DME), C(Cl)Cl (DCM). The product is ClC1=NC=NC(=C1N)C#CC1=CC=CC=C1 (4-Chloro-6-(phenylethynyl)pyrimidin-5-amine). The yield is 22.0%. Reaction SMILES: [C:1]([C:3]1[CH:8]=[CH:7][CH:6]=[CH:5][CH:4]=1)#[CH:2].[Cl:9][C:10]1[C:15]([NH2:16])=[C:14](Cl)[N:13]=[CH:12][N:11]=1.CCN(C(C)C)C(C)C>COCCOC.C(Cl)Cl.C1C=CC([P]([Pd]([P](C2C=CC=CC=2)(C2C=CC=CC=2)C2C=CC=CC=2)([P](C2C=CC=CC=2)(C2C=CC=CC=2)C2C=CC=CC=2)[P](C2C=CC=CC=2)(C2C=CC=CC=2)C2C=CC=CC=2)(C2C=CC=CC=2)C2C=CC=CC=2)=CC=1.[Cu]I>[Cl:9][C:10]1[C:15]([NH2:16])=[C:14]([C:2]#[C:1][C:3]2[CH:8]=[CH:7][CH:6]=[CH:5][CH:4]=2)[N:13]=[CH:12][N:11]=1 |^1:39,41,60,79|. Reported procedure: Ethynylbenzene (0.092 mL, 0.92 mmol) was added to a solution of 4,6-dichloropyrimidin-5-amine (100 mg, 0.61 mmol), Pd(PPh3)4 (140 mg, 0.12 mmol), CuI (116 mg, 0.61 mmol) and DIPEA (0.5 mL, 3.05 mmol) in DME (6.1 mL). The reaction mixture was stirred in the dark over night at room temperature, diluted with DCM, washed sequentially with dilute aqueous citric acid and water, dried over anhydrous Na2SO4 and concentrated under reduce pressure. The residue was purified by flash chromatography, eluent ... Starting materials: O=CO, O=Cn1ccnc1, Clc1c[nH]cc1-c1cccc(Cl)c1Cl, C1CCOC1. Product: O=Cn1cc(Cl)c(-c2cccc(Cl)c2Cl)c1. Reaction SMILES: [CH:1](=[O:2])[OH:3].[CH:4]([n:5]1[cH:6][cH:7][n:8][cH:9]1)=[O:10].[Cl:11][c:12]1[cH:13][nH:14][cH:15][c:16]1-[c:17]1[c:18]([Cl:24])[c:19]([Cl:23])[cH:20][cH:21][cH:22]1.[O:25]1[CH2:26][CH2:27][CH2:28][CH2:29]1>>[CH:1](=[O:3])[n:14]1[cH:13][c:12]([Cl:11])[c:16](-[c:17]2[c:18]([Cl:24])[c:19]([Cl:23])[cH:20][cH:21][cH:22]2)[cH:15]1. Reactants: C(C)(=O)O (acetic acid), O (water), IC1=CC(=C(C=C1)NC)[N+](=O)[O-] ((4-iodo-2-nitro-phenyl)-methyl-amine). The reagents and catalysts are [Fe] (iron). Run in C(C)O (ethanol), C(C)O (ethanol). Run at temperature 70 celsius. Yields the product IC=1C=C(C(=CC1)NC)N (4-iodo-N1-methyl-benzene-1,2-diamine). Isolated yield 89.7%. RXN SMILES: C(O)(=O)C.O.[I:6][C:7]1[CH:12]=[CH:11][C:10]([NH:13][CH3:14])=[C:9]([N+:15]([O-])=O)[CH:8]=1>[Fe].C(O)C>[I:6][C:7]1[CH:8]=[C:9]([NH2:15])[C:10]([NH:13][CH3:14])=[CH:11][CH:12]=1. Reported procedure: A mixture of an iron powder (1.7 g), acetic acid (2.2 ml), ethanol (80 ml), and water (25 ml) was stirred at 70° C. To the reaction mixture was added dropwise a mixture of (4-iodo-2-nitro-phenyl)-methyl-amine (2.0 g) and ethanol (20 ml). After that, the mixture was stirred at 70° C. for 6 hours. Then, the reaction mixture was filtrated and thoroughly washed with THF. The resulting filtrate was concentrated under reduced pressure. To the resulting residue was poured saturated aqueous sodium hydro... Reactants: [H-].[Na+] (sodium hydride), O (water), FC=1C=CC2=C(C(NCC=3N2C=NC3C(=O)OCC)=O)C1 (ethyl 8-fluoro-5,6-dihydro-6-oxo-4H-imidazo[1,5-a][1,4]benzodiazepine-3-carboxylate), CI (methyl iodide). Run in CN(C=O)C (dimethylformamide). Run at time 2 hour. Yields the product FC=1C=CC2=C(C(N(CC=3N2C=NC3C(=O)OCC)C)=O)C1 (ethyl 8-fluoro-5,6-dihydro-5-methyl-6-oxo-4H-imidazo[1,5-a][1,4]benzodiazepine-3-carboxylate). RXN SMILES: [H-].[Na+].[F:3][C:4]1[CH:5]=[CH:6][C:7]2[N:13]3[CH:14]=[N:15][C:16]([C:17]([O:19][CH2:20][CH3:21])=[O:18])=[C:12]3[CH2:11][NH:10][C:9](=[O:22])[C:8]=2[CH:23]=1.[CH3:24]I.O>CN(C)C=O>[F:3][C:4]1[CH:5]=[CH:6][C:7]2[N:13]3[CH:14]=[N:15][C:16]([C:17]([O:19][CH2:20][CH3:21])=[O:18])=[C:12]3[CH2:11][N:10]([CH3:24])[C:9](=[O:22])[C:8]=2[CH:23]=1 |f:0.1|. Procedure: 0.1 g (2 mmol) of sodium hydride (55 percent oil dispersion) are suspended in 10 ml of dry dimethylformamide and treated with 0.5 g (1.7 mmol) of ethyl 8-fluoro-5,6-dihydro-6-oxo-4H-imidazo[1,5-a][1,4]benzodiazepine-3-carboxylate. After completion of the gas evolution, 0.13 ml (2 mmol) of methyl iodide is added and the mixture is stirred at room temperature for 2 hours. The mixture is poured into ca 60 ml of water and extracted three times with 30 ml of chloroform each time. The combined chlorof...